From a dataset of the Open Reaction Database (ORD), a public repository of structured organic reaction records. describe an organic reaction: reactants, conditions, products, and yield The reactants are Cl.ClCCC1OC2=C(C(N(C1)C)=O)C=CC=N2 (2-(2-Chloroethyl)-2,3-dihydro-4-methylpyrido[3,2-f][1,4]oxazepin-5(4H)-one hydrochloride), N1CCOCC1 (morpholine), [OH-].[Na+] (sodium hydroxide), base, C(C)(C)O (isopropyl alcohol), C(\C=C/C(=O)O)(=O)O (maleic acid). Run at time 8 hour. Yields the product C(\C=C/C(=O)O)(=O)O.CN1CC(OC2=C(C1=O)C=CC=N2)CCN2CCOCC2 (2,3-Dihydro-4-methyl-2-[2-(4-morpholinyl)ethyl]pyrido[3,2-f][1,4]oxazepin-5(4H)-one maleate). RXN SMILES: Cl.Cl[CH2:3][CH2:4][CH:5]1[CH2:11][N:10]([CH3:12])[C:9](=[O:13])[C:8]2[CH:14]=[CH:15][CH:16]=[N:17][C:7]=2[O:6]1.[OH-].[Na+].C(O)(C)C.[C:24]([OH:31])(=[O:30])/[CH:25]=[CH:26]\[C:27]([OH:29])=[O:28].[NH:32]1[CH2:37][CH2:36][O:35][CH2:34][CH2:33]1>>[C:24]([OH:31])(=[O:30])/[CH:25]=[CH:26]\[C:27]([OH:29])=[O:28].[CH3:12][N:10]1[C:9](=[O:13])[C:8]2[CH:14]=[CH:15][CH:16]=[N:17][C:7]=2[O:6][CH:5]([CH2:4][CH2:3][N:32]2[CH2:37][CH2:36][O:35][CH2:34][CH2:33]2)[CH2:11]1 |f:0.1,2.3,7.8|. Reported procedure: 2-(2-Chloroethyl)-2,3-dihydro-4-methylpyrido[3,2-f][1,4]oxazepin-5(4H)-one hydrochloride, 16 g (058 mole) was dissolved in morpholine (30 mL) and stirred overnight at room temperature. To the solution was added dilute sodium hydroxide solution (50 ml) and the resulting mixture extracted with chloroform (3×30 ml). The chloroform was removed on the rotary evaporator with aspiration. The residual morpholine was removed in vacuo at 50° C. (rotary evaporator). To the residual free base (15.5 g, 0.053... Reactants: COCOc1cnccc1C(O)c1ccc(C(=O)OC)cc1, CO, Cl. Product: COC(=O)c1ccc(C(O)c2ccncc2O)cc1, Cl. As a reaction SMILES: [CH3:1][O:2][C:3](=[O:4])[c:5]1[cH:6][cH:7][c:8]([CH:11]([OH:12])[c:13]2[c:14]([O:19][CH2:20][O:21][CH3:22])[cH:15][n:16][cH:17][cH:18]2)[cH:9][cH:10]1.[CH3:24][OH:25].[ClH:23]>>[CH3:1][O:2][C:3](=[O:4])[c:5]1[cH:6][cH:7][c:8]([CH:11]([OH:12])[c:13]2[c:14]([OH:19])[cH:15][n:16][cH:17][cH:18]2)[cH:9][cH:10]1.[ClH:23]. Isolated yield 69.1%. The reactants are O (Water), C([O-])([O-])=O.[K+].[K+] (potassium carbonate), C(CC)C1=CC=C(C=C1)O (4-propylphenol), FC1=CC=C(C=O)C=C1 (4-fluorobenzaldehyde). The product is C(CC)C1=CC=C(OC2=CC=C(C=O)C=C2)C=C1 (4-(4-Propylphenoxy)benzaldehyde). Solvent: C(Cl)Cl (CH2Cl2), CN(C(C)=O)C (N,N-dimethylacetamide). RXN SMILES: C(=O)([O-])[O-].[K+].[K+].[CH2:7]([C:10]1[CH:15]=[CH:14][C:13]([OH:16])=[CH:12][CH:11]=1)[CH2:8][CH3:9].F[C:18]1[CH:25]=[CH:24][C:21]([CH:22]=[O:23])=[CH:20][CH:19]=1.O>CN(C)C(=O)C.C(Cl)Cl>[CH2:7]([C:10]1[CH:15]=[CH:14][C:13]([O:16][C:18]2[CH:25]=[CH:24][C:21]([CH:22]=[O:23])=[CH:20][CH:19]=2)=[CH:12][CH:11]=1)[CH2:8][CH3:9] |f:0.1.2|. Procedure: Anhydrous potassium carbonate (14.9 g, 0.12 mol) was added to a mixture of 4-propylphenol (13.6 g, 0.10 mol) and 4-fluorobenzaldehyde (12.4 g, 0.10 mol) in N,N-dimethylacetamide (100 mL) under argon. The heterogeneous mixture was brought to reflux, maintained at that temperature for 5 h, then cooled to RT. Water (100 mL) and CH2Cl2 (100 mL) were added, resulting in a tri-phase system. The bottom layer was removed; the middle layer was dried over MgSO4 ; and, the top layer was extracted with CH2C...